This data is from the Open Reaction Database (ORD), a public repository of structured organic reaction records. The task is: describe an organic reaction: reactants, conditions, products, and yield The reactants are CCOC(C)=O, COC(=O)c1c(Cl)ccc([N+](=O)[O-])c1NCc1ccc(OC)cc1, O=C(O)C(F)(F)F, [Na+], O=C([O-])O, O. Product: COC(=O)c1c(Cl)ccc([N+](=O)[O-])c1N. RXN SMILES: [CH3:37][CH2:38][O:39][C:40]([CH3:41])=[O:42].[Cl:1][c:2]1[cH:3][cH:4][c:5]([N+:22](=[O:23])[O-:24])[c:6]([NH:12][CH2:13][c:14]2[cH:15][cH:16][c:17]([O:18][CH3:19])[cH:20][cH:21]2)[c:7]1[C:8](=[O:9])[O:10][CH3:11].[F:25][C:26]([F:27])([F:28])[C:29]([OH:30])=[O:31].[Na+:36].[O-:32][C:33]([OH:34])=[O:35].[OH2:43]>>[Cl:1][c:2]1[cH:3][cH:4][c:5]([N+:22](=[O:23])[O-:24])[c:6]([NH2:12])[c:7]1[C:8](=[O:9])[O:10][CH3:11]. The reactants are COc1cc(OCc2ccccc2)ccc1C(CO)NC(=O)OC(C)(C)C, CO. The product is COc1cc(O)ccc1C(CO)NC(=O)OC(C)(C)C. RXN SMILES: [C:1]([CH3:2])([CH3:3])([CH3:4])[O:5][C:6]([NH:7][CH:8]([CH2:9][OH:10])[c:11]1[c:12]([O:25][CH3:26])[cH:13][c:14]([O:17][CH2:18][c:19]2[cH:20][cH:21][cH:22][cH:23][cH:24]2)[cH:15][cH:16]1)=[O:27].[CH3:28][OH:29]>>[C:1]([CH3:2])([CH3:3])([CH3:4])[O:5][C:6]([NH:7][CH:8]([CH2:9][OH:10])[c:11]1[c:12]([O:25][CH3:26])[cH:13][c:14]([OH:17])[cH:15][cH:16]1)=[O:27]. Starting materials: F[B-](F)(F)F, ClCCl, CC[O+](CC)CC, NC(=O)c1ccccc1C(F)(F)F, [Na+], [Na+], O=C([O-])[O-]. Yields the product CCOC(=N)c1ccccc1C(F)(F)F. As a reaction SMILES: [B-:1]([F:2])([F:3])([F:4])[F:5].[CH2:32]([Cl:33])[Cl:34].[CH2:6]([CH3:7])[O+:8]([CH2:9][CH3:10])[CH2:11][CH3:12].[F:13][C:14]([c:15]1[c:16]([C:17](=[O:18])[NH2:19])[cH:20][cH:21][cH:22][cH:23]1)([F:24])[F:25].[Na+:26].[Na+:27].[O-:28][C:29](=[O:30])[O-:31]>>[CH2:6]([CH3:7])[O:18][C:17]([c:16]1[c:15]([C:14]([F:13])([F:24])[F:25])[cH:23][cH:22][cH:21][cH:20]1)=[NH:19]. Reactants: O1[C@H](COC2=C1C=CC=C2)C(=O)N2C[C@@H](CCC2)C2=C(C=CC=C2)F ((R)-2,3-Dihydrobenzo[1,4]dioxin-2-yl-[(S*)-3-(2-fluorophenyl)piperidin-1-yl]methanone), B.C1CCOC1 (BH3THF). The product is O1[C@H](COC2=C1C=CC=C2)CN2C[C@@H](CCC2)C2=C(C=CC=C2)F ((S*)-1-[(S)-1-(2,3-Dihydrobenzo[1,4]dioxin-2-yl)methyl]-3-(2-fluorophenyl)piperidine). Isolated yield 75.3%. RXN SMILES: [O:1]1[C:6]2[CH:7]=[CH:8][CH:9]=[CH:10][C:5]=2[O:4][CH2:3][C@@H:2]1[C:11]([N:13]1[CH2:18][CH2:17][CH2:16][C@@H:15]([C:19]2[CH:24]=[CH:23][CH:22]=[CH:21][C:20]=2[F:25])[CH2:14]1)=O.B.C1COCC1>>[O:1]1[C:6]2[CH:7]=[CH:8][CH:9]=[CH:10][C:5]=2[O:4][CH2:3][C@@H:2]1[CH2:11][N:13]1[CH2:18][CH2:17][CH2:16][C@@H:15]([C:19]2[CH:24]=[CH:23][CH:22]=[CH:21][C:20]=2[F:25])[CH2:14]1 |f:1.2|. Procedure: (R)-2,3-Dihydrobenzo[1,4]dioxin-2-yl-[(S*)-3-(2-fluorophenyl)piperidin-1-yl]methanone (25 mg, 0.073 mmol) was treated with BH3THF according to the above general procedure. Flash chromatography gave 18 mg of the title compound.